This data is from the Open Reaction Database (ORD), a public repository of structured organic reaction records. The task is: describe an organic reaction: reactants, conditions, products, and yield Starting materials: CC(c1ccc(N)cc1)N(C)C(=O)OCc1ccccc1, Cc1ccccc1, O=N[O-], [Na+], O, O=S(=O)(O)O. Product: CC(c1ccc(O)cc1)N(C)C(=O)OCc1ccccc1. Reaction SMILES: [C:1](=[O:2])([O:3][CH2:4][c:5]1[cH:6][cH:7][cH:8][cH:9][cH:10]1)[N:11]([CH3:12])[CH:13]([c:14]1[cH:15][cH:16][c:17]([NH2:20])[cH:18][cH:19]1)[CH3:21].[CH3:26][c:27]1[cH:28][cH:29][cH:30][cH:31][cH:32]1.[N:22](=[O:23])[O-:24].[Na+:25].[OH2:38].[S:33](=[O:34])(=[O:35])([OH:36])[OH:37]>>[C:1](=[O:2])([O:3][CH2:4][c:5]1[cH:6][cH:7][cH:8][cH:9][cH:10]1)[N:11]([CH3:12])[CH:13]([c:14]1[cH:15][cH:16][c:17]([OH:23])[cH:18][cH:19]1)[CH3:21]. The reactants are O=C([O-])[O-], CCOC(C)=O, CCN(CC)CCCOc1ccc([N+](=O)[O-])c(F)c1, [NH4+], [NH4+], CN(C)C=O. The product is CCN(CC)CCCOc1ccc([N+](=O)[O-])c(N)c1. Reaction SMILES: [C:20](=[O:21])([O-:22])[O-:23].[CH3:26][CH2:27][O:28][C:29]([CH3:30])=[O:31].[F:1][c:2]1[c:3]([N+:17](=[O:18])[O-:19])[cH:4][cH:5][c:6]([O:8][CH2:9][CH2:10][CH2:11][N:12]([CH2:13][CH3:14])[CH2:15][CH3:16])[cH:7]1.[NH4+:24].[NH4+:25].[O:32]=[CH:33][N:34]([CH3:35])[CH3:36]>>[c:2]1([NH2:24])[c:3]([N+:17](=[O:18])[O-:19])[cH:4][cH:5][c:6]([O:8][CH2:9][CH2:10][CH2:11][N:12]([CH2:13][CH3:14])[CH2:15][CH3:16])[cH:7]1. Reactants: C=CCBr, Cc1ccc(O)c([N+](=O)[O-])c1, CC(C)=O, [K+], [K+], O=C([O-])[O-]. Product: C=CCOc1ccc(C)cc1[N+](=O)[O-]. As a reaction SMILES: [CH2:18]([CH:19]=[CH2:20])[Br:21].[CH3:1][c:2]1[cH:3][c:4]([N+:9](=[O:10])[O-:11])[c:5]([OH:8])[cH:6][cH:7]1.[CH3:22][C:23](=[O:24])[CH3:25].[K+:12].[K+:13].[O-:14][C:15]([O-:16])=[O:17]>>[CH3:1][c:2]1[cH:3][c:4]([N+:9](=[O:10])[O-:11])[c:5]([O:8][CH2:20][CH:19]=[CH2:18])[cH:6][cH:7]1. The reactants are N(=O)[O-].[Na+] (NaNO2), C(C)(=O)O (acetic acid), COC(C(C)NC1=C(C=CC(=C1)OCC1=CC=CC=C1)N)OC (2-[2-amino-5-(benzyloxy) anilino]-propionaldehyde dimethyl acetal), NaNO2 acetic acid. Solvent: O (water), O (water), C(OC)COC (dimethoxyethane). Run at temperature 5 celsius, time 20 minute. Product: COC(C(N1N=NC2=C1C=C(C=C2)OCC2=CC=CC=C2)C)OC (6-(benzyloxy)-α-methyl-1H-benzotriazole-l-acetaldehyde dimethyl acetal). As a reaction SMILES: [N:1]([O-])=O.[Na+].C(O)(=O)C.[CH3:9][O:10][CH:11]([O:30][CH3:31])[CH:12]([NH:14][C:15]1[CH:20]=[C:19]([O:21][CH2:22][C:23]2[CH:28]=[CH:27][CH:26]=[CH:25][CH:24]=2)[CH:18]=[CH:17][C:16]=1[NH2:29])[CH3:13]>O.C(COC)OC>[CH3:9][O:10][CH:11]([O:30][CH3:31])[CH:12]([CH3:13])[N:14]1[C:15]2[CH:20]=[C:19]([O:21][CH2:22][C:23]3[CH:28]=[CH:27][CH:26]=[CH:25][CH:24]=3)[CH:18]=[CH:17][C:16]=2[N:29]=[N:1]1 |f:0.1|. Reported procedure: A solution of NaNO2 (34 g, 0.492 mole) in water is added to a cold (3° C.) solution of acetic acid and water. A cold (4° C.) solution of 2-[2-amino-5-(benzyloxy) anilino]-propionaldehyde dimethyl acetal in dimethoxyethane is then added in one portion to the vigorously-stirred NaNO2 acetic acid solution. The reaction temperature rises to 22° C. The reaction mixture is stirred at 18°-22° C. for 20 minutes, cooled to 5° C., and filtered. The solid filter cake is washed with water and dried at 50° C...